This data is from the Open Reaction Database (ORD), a public repository of structured organic reaction records. The task is: describe an organic reaction: reactants, conditions, products, and yield Reactants: OC1=C(C=C(C(=O)OC)C=C1)I (Methyl 4-hydroxy-3-iodobenzoate), CCN(C(C)C)C(C)C (DIEA), ClC(=O)OCC1=CC=CC=C1 (benzyl chloroformate). Run in C1CCOC1 (THF). Reaction conditions: time 1 hour. Product: C(#N)C=1C=C(C(=O)OC)C=CC1O (Methyl 3-cyano-4-hydroxybenzoate). Yield: 100.0%. RXN SMILES: [OH:1][C:2]1[CH:11]=[CH:10][C:5]([C:6]([O:8][CH3:9])=[O:7])=[CH:4][C:3]=1I.C[CH2:14][N:15](C(C)C)C(C)C.ClC(OCC1C=CC=CC=1)=O>C1COCC1>[C:14]([C:3]1[CH:4]=[C:5]([CH:10]=[CH:11][C:2]=1[OH:1])[C:6]([O:8][CH3:9])=[O:7])#[N:15]. Procedure: To a stirred solution of 2 (0.376 mol), DIEA (196 mL, 1.13 mol) and THF (200 mL) was added benzyl chloroformate (59.0 mL, 0.414 mol) dropwise. After the reaction solution was stirred at room temperature for 1 hr, the solution was concentrated on a rotovap. The residue was partitioned between sat. NaHCO3 (300 mL) and dichloromethane and the aqueous phase extracted with additional dichloromethane (100 mL×3). The combined dichloromethane layers were dried over sodium sulfate, filtered, and concentr... Starting materials: O=C([O-])O, CC(C)CCON=O, ClCCl, ICI, CCn1c(C(=O)N(C2CC2)C2CC2)cc2c3c(ncn3C)c(N)nc21, [Na+]. Product: CCn1c(C(=O)N(C2CC2)C2CC2)cc2c3c(ncn3C)c(I)nc21. As a reaction SMILES: [C:34](=[O:35])([OH:36])[O-:37].[CH3:26][CH:27]([CH2:28][CH2:29][O:30][N:31]=[O:32])[CH3:33].[Cl:42][CH2:43][Cl:44].[I:39][CH2:40][I:41].[NH2:1][c:2]1[c:3]2[c:4]([c:5]3[c:6]([n:7]1)[n:8]([CH2:20][CH3:21])[c:9]([C:11](=[O:12])[N:13]([CH:14]1[CH2:15][CH2:16]1)[CH:17]1[CH2:18][CH2:19]1)[cH:10]3)[n:22]([CH3:25])[cH:23][n:24]2.[Na+:38]>>[c:2]1([I:39])[c:3]2[c:4]([c:5]3[c:6]([n:7]1)[n:8]([CH2:20][CH3:21])[c:9]([C:11](=[O:12])[N:13]([CH:14]1[CH2:15][CH2:16]1)[CH:17]1[CH2:18][CH2:19]1)[cH:10]3)[n:22]([CH3:25])[cH:23][n:24]2. The product is CCCNC(=O)NCCCCCN1CCC(CNC(=O)OC(C)(C)C)CC1. As a reaction SMILES: [C:1]([CH3:2])([CH3:3])([CH3:4])[O:5][C:6](=[O:7])[NH:8][CH2:9][CH:10]1[CH2:11][CH2:12][N:13]([CH2:16][CH2:17][CH2:18][CH2:19][CH2:20][NH2:21])[CH2:14][CH2:15]1.[CH2:22]([CH2:23][CH3:24])[N:25]=[C:26]=[O:27].[CH2:28]([Cl:29])[Cl:30]>>[C:1]([CH3:2])([CH3:3])([CH3:4])[O:5][C:6](=[O:7])[NH:8][CH2:9][CH:10]1[CH2:11][CH2:12][N:13]([CH2:16][CH2:17][CH2:18][CH2:19][CH2:20][NH:21][C:26]([NH:25][CH2:22][CH2:23][CH3:24])=[O:27])[CH2:14][CH2:15]1. Reactants: CC(C)(C)OC(=O)NCC1CCN(CCCCCN)CC1, CCCN=C=O, ClCCl. Reactants: C#CCNC(=O)c1cccc(F)c1Nc1nc(Cl)ncc1Cl, Nc1ccc2c(c1)CCN(C(=O)C1COCCO1)CC2. The product is C#CCNC(=O)c1cccc(F)c1Nc1nc(Nc2ccc3c(c2)CCN(C(=O)C2COCCO2)CC3)ncc1Cl. As a reaction SMILES: [Cl:21][c:22]1[n:23][cH:24][c:25]([Cl:42])[c:26]([NH:28][c:29]2[c:30]([C:31](=[O:32])[NH:33][CH2:34][C:35]#[CH:36])[cH:37][cH:38][cH:39][c:40]2[F:41])[n:27]1.[NH2:1][c:2]1[cH:3][c:4]2[c:5]([cH:19][cH:20]1)[CH2:6][CH2:7][N:8]([C:11](=[O:12])[CH:13]1[O:14][CH2:15][CH2:16][O:17][CH2:18]1)[CH2:9][CH2:10]2>>[NH:1]([c:2]1[cH:3][c:4]2[c:5]([cH:19][cH:20]1)[CH2:6][CH2:7][N:8]([C:11](=[O:12])[CH:13]1[O:14][CH2:15][CH2:16][O:17][CH2:18]1)[CH2:9][CH2:10]2)[c:22]1[n:23][cH:24][c:25]([Cl:42])[c:26]([NH:28][c:29]2[c:30]([C:31](=[O:32])[NH:33][CH2:34][C:35]#[CH:36])[cH:37][cH:38][cH:39][c:40]2[F:41])[n:27]1.